This data is from the Open Reaction Database (ORD), a public repository of structured organic reaction records. The task is: describe an organic reaction: reactants, conditions, products, and yield The reactants are CO, [Cl-], [H][H], CC(C#CC1=C(C)CC(O)CC1(C)C)=CC[P+](c1ccccc1)(c1ccccc1)c1ccccc1, OCCSCCSCCO. Yields the product [Cl-], CC(C=CC1=C(C)CC(O)CC1(C)C)=CC[P+](c1ccccc1)(c1ccccc1)c1ccccc1. RXN SMILES: [CH3:49][OH:50].[Cl-:11].[H:47][H:48].[OH:12][CH:13]1[CH2:14][C:15]([CH3:46])=[C:16]([C:21]#[C:22][C:23](=[CH:24][CH2:25][P+:26]([c:27]2[cH:28][cH:29][cH:30][cH:31][cH:32]2)([c:33]2[cH:34][cH:35][cH:36][cH:37][cH:38]2)[c:39]2[cH:40][cH:41][cH:42][cH:43][cH:44]2)[CH3:45])[C:17]([CH3:19])([CH3:20])[CH2:18]1.[OH:1][CH2:2][CH2:3][S:4][CH2:5][CH2:6][S:7][CH2:8][CH2:9][OH:10]>>[Cl-:11].[OH:12][CH:13]1[CH2:14][C:15]([CH3:46])=[C:16]([CH:21]=[CH:22][C:23](=[CH:24][CH2:25][P+:26]([c:27]2[cH:28][cH:29][cH:30][cH:31][cH:32]2)([c:33]2[cH:34][cH:35][cH:36][cH:37][cH:38]2)[c:39]2[cH:40][cH:41][cH:42][cH:43][cH:44]2)[CH3:45])[C:17]([CH3:19])([CH3:20])[CH2:18]1. Starting materials: N#CC1(c2ccc(F)cc2)CC(O)C1, ClCCl, CC(C)(C)[Si](C)(C)OS(=O)(=O)C(F)(F)F, Cc1cccc(C)n1. Product: CC(C)(C)[Si](C)(C)OC1CC(C#N)(c2ccc(F)cc2)C1. RXN SMILES: [C:1](#[N:2])[C:3]1([c:8]2[cH:9][cH:10][c:11]([F:14])[cH:12][cH:13]2)[CH2:4][CH:5]([OH:7])[CH2:6]1.[Cl:38][CH2:39][Cl:40].[F:23][C:24]([F:25])([F:26])[S:27]([O:28][Si:29]([CH3:30])([CH3:31])[C:32]([CH3:33])([CH3:34])[CH3:35])(=[O:36])=[O:37].[n:15]1[c:16]([CH3:17])[cH:18][cH:19][cH:20][c:21]1[CH3:22]>>[C:1](#[N:2])[C:3]1([c:8]2[cH:9][cH:10][c:11]([F:14])[cH:12][cH:13]2)[CH2:4][CH:5]([O:7][Si:29]([CH3:30])([CH3:31])[C:32]([CH3:33])([CH3:34])[CH3:35])[CH2:6]1. The reactants are C(\C=C\C(=O)[O-])(=O)[O-].[NH4+].[NH4+] (ammonium fumarate), S(=O)(=O)([O-])[O-].[Mg+2] (magnesium sulfate), SC(C)O (mercaptoethanol). Yields the product N[C@@H](CC(=O)O)C(=O)O (aspartic acid). RXN SMILES: [C:1]([O-:8])(=[O:7])/[CH:2]=[CH:3]/[C:4]([O-:6])=[O:5].[NH4+:9].[NH4+].S([O-])([O-])(=O)=O.[Mg+2].SC(O)C>>[NH2:9][C@H:2]([C:1]([OH:8])=[O:7])[CH2:3][C:4]([OH:6])=[O:5] |f:0.1.2,3.4|. Procedure details: The stoichiometry of our immobilized aspartase, prepared as described in the previous examples, was determined using a 1 g column of immobilized aspartase, approximately 5,000 units per gram activity, operating at 40° C. The feedstock was 1.5 molar ammonium fumarate at pH 8.5 containing 10-3 molar each of magnesium sulfate and mercaptoethanol. The contents of the flask was circulated upflow through the jacketed column with the effluent being returned to the feed flask. The amount of fumaric acid... Starting materials: BrC=1C=C2C(C(NC2=CC1)=O)=CC1=C(C(=C(N1)C)C(=O)O)C (5-(5-Bromo-2-oxo-1,2-dihydro-indol-3-ylidenemethyl)-2,4-dimethyl-1H-pyrrole-3-carboxylic acid), NCC(CN1CCOCC1)O (1-amino-3-morpholin-4-yl-propan-2-ol). The product is OC(CNC(=O)C1=C(NC(=C1C)\C=C\1/C(NC2=CC=C(C=C12)Br)=O)C)CN1CCOCC1 (5-[5-bromo-2-oxo-1,2-dihydro-indol-(3Z)-ylidene-methyl]-2,4-dimethyl-1H-pyrrole-3-carboxylic acid (2-hydroxy-3-morpholin-4-yl-propyl)-amide). As a reaction SMILES: [Br:1][C:2]1[CH:3]=[C:4]2[C:8](=[CH:9][CH:10]=1)[NH:7][C:6](=[O:11])[C:5]2=[CH:12][C:13]1[NH:17][C:16]([CH3:18])=[C:15]([C:19]([OH:21])=O)[C:14]=1[CH3:22].[NH2:23][CH2:24][CH:25]([OH:33])[CH2:26][N:27]1[CH2:32][CH2:31][O:30][CH2:29][CH2:28]1>>[OH:33][CH:25]([CH2:26][N:27]1[CH2:32][CH2:31][O:30][CH2:29][CH2:28]1)[CH2:24][NH:23][C:19]([C:15]1[C:14]([CH3:22])=[C:13](/[CH:12]=[C:5]2\[C:6](=[O:11])[NH:7][C:8]3[C:4]\2=[CH:3][C:2]([Br:1])=[CH:10][CH:9]=3)[NH:17][C:16]=1[CH3:18])=[O:21]. Reported procedure: 5-(5-Bromo-2-oxo-1,2-dihydro-indol-3-ylidenemethyl)-2,4-dimethyl-1H-pyrrole-3-carboxylic acid (72.2 mg, 0.2 mmol) was condensed with 1-amino-3-morpholin-4-yl-propan-2-ol (38 mg, 0.24 mmol) to precipitate 5-[5-Bromo-2-oxo-1,2-dihydro-indol-(3Z)-ylidenemethyl]-2,4-dimethyl-1H-pyrrole-3-carboxylic acid (2-hydroxy-3-morpholin-4-yl-propyl)-amide (55 mg, 55%). 1H NMR (DMSO-d6) δ 2.27 (m, 1H), 2.32 (m, 1H), 2.39 (m, 4H), 2.41, 2.42 (2×s, 6H, 2×CH3), 3.13 (s, 1H), 3.35 (m, 1H), 3.55 (m, 4H), 3.77 (m, 1H... Starting materials: COC1=CC=C(C=C1)CNC (4-methoxy-N-methylbenzenemethanamine), COC1=CC=C(C=C1)CNC (4-methoxy-N-methylbenzenemethanamine), ClCCC1OC2=C(C(N(C1)C)=S)C=CC=N2 (2-chloroethyl-2,3-dihydro-4-methylpyrido[3,2-f]-1,4-oxazepine-5(4H)-thione), COC1=CC=C(C=C1)CNC (4-methoxy-N-methylbenzenemethanamine), C(C)(C)N(CC)C(C)C (diisopropylethylamine), COC1=CC=C(C=C1)CNC (4-methoxy-N-methylbenzenemethanamine). The solvent is C(C)O (ethanol). Conditions: time 4 hour. Product: COC1=CC=C(C=C1)CN(CCC1OC2=C(C(N(C1)C)=S)C=CC=N2)C (2,3-Dihydro-2-[2-[[(4-methoxyphenyl)methyl]methylamino]ethyl]-4-methylpyrido[3,2-f]-1,4-oxazepine-5(4H)-thione). RXN SMILES: Cl[CH2:2][CH2:3][CH:4]1[CH2:10][N:9]([CH3:11])[C:8](=[S:12])[C:7]2[CH:13]=[CH:14][CH:15]=[N:16][C:6]=2[O:5]1.[CH3:17][O:18][C:19]1[CH:24]=[CH:23][C:22]([CH2:25][NH:26][CH3:27])=[CH:21][CH:20]=1.C(N(C(C)C)CC)(C)C>C(O)C>[CH3:17][O:18][C:19]1[CH:24]=[CH:23][C:22]([CH2:25][N:26]([CH3:27])[CH2:2][CH2:3][CH:4]2[CH2:10][N:9]([CH3:11])[C:8](=[S:12])[C:7]3[CH:13]=[CH:14][CH:15]=[N:16][C:6]=3[O:5]2)=[CH:21][CH:20]=1. Procedure details: To 40 ml of absolute ethanol was added 5.0 g (0.0194 mole) of 2-(2-chloroethyl-2,3-dihydro-4-methylpyrido[3,2-f]-1,4-oxazepine-5(4H)-thione, 3.53 g (0.021 mole) of 4-methoxy-N-methylbenzenemethanamine and 2.75 g (0.021 mole) of diisopropylethylamine and the reaction solution heated to reflux for 18 hr. Another 1.0 g (0.006 mole) of 4-methoxy-N-methylbenzenemethanamine was added and heating continued for 4 hr. An additional 1.0 g (0.006 mole) of 4-methoxy-N-methylbenzenemethanamine was added and ...